This data is from the Open Reaction Database (ORD), a public repository of structured organic reaction records. The task is: describe an organic reaction: reactants, conditions, products, and yield The reactants are C(CCC)[Li] (n-butyllithium), CN(CCN(C)C)C (N,N,N',N'-tetramethylethylenediamine), FC1(OC2=C(O1)C=CC=C2)F (2,2-difluoro-1,3-benzodioxole). The solvent is C1(=CC=CC=C1)C (toluene), CCCC (n-butane). Yields the product FC1(OC2=C(O1)C=CC=C2[Li])F (2,2-difluoro-1,3-benzodioxol-4-yl-lithium). RXN SMILES: [CH2:1]([Li:5])[CH2:2][CH2:3][CH3:4].CN(C)CCN(C)C.[F:14][C:15]1([F:24])[O:19][C:18]2C=CC=C[C:17]=2[O:16]1>C1(C)C=CC=CC=1.CCCC>[F:14][C:15]1([F:24])[O:19][C:18]2[CH:4]=[CH:3][CH:2]=[C:1]([Li:5])[C:17]=2[O:16]1. Procedure details: 94.0 g (272 mmol) of n-butyllithium (18.5% in toluene) are added dropwise under a nitrogen atmosphere at from -15° to -10° C. to 29.5 g (254 mmol) of N,N,N',N'-tetramethylethylenediamine and 40.0 g (253 mmol) of 2,2-difluoro-1,3-benzodioxole in 35 ml of toluene, n-butane being formed in addition to the title compound. Starting materials: ClC1=C(C=C2C(C(=CN(C2=C1C#N)C1CC1)C(=O)O)=O)F (7-Chloro-8-cyano-1-cyclopropyl-6-fluoro-1,4-dihydro-4-oxo-3-quinolinecarboxylic acid), C(C)N1CCNCC1 (N-ethylpiperazine). Run in O1CCOCC1 (dioxane). The product is C(#N)C=1C(=C(C=C2C(C(=CN(C12)C1CC1)C(=O)O)=O)F)N1CCN(CC1)CC (8-Cyano-1-cyclopropyl-7-(4-ethyl-1-piperazinyl)-6-fluoro-1,4-dihydro-4-oxo-3-quinolinecarboxylic acid). Reaction SMILES: Cl[C:2]1[C:11]([C:12]#[N:13])=[C:10]2[C:5]([C:6](=[O:20])[C:7]([C:17]([OH:19])=[O:18])=[CH:8][N:9]2[CH:14]2[CH2:16][CH2:15]2)=[CH:4][C:3]=1[F:21].[CH2:22]([N:24]1[CH2:29][CH2:28][NH:27][CH2:26][CH2:25]1)[CH3:23]>O1CCOCC1>[C:12]([C:11]1[C:2]([N:27]2[CH2:28][CH2:29][N:24]([CH2:22][CH3:23])[CH2:25][CH2:26]2)=[C:3]([F:21])[CH:4]=[C:5]2[C:10]=1[N:9]([CH:14]1[CH2:16][CH2:15]1)[CH:8]=[C:7]([C:17]([OH:19])=[O:18])[C:6]2=[O:20])#[N:13]. Procedure: 0.5 g of the product from Example 1 and 0.55 g of N-ethylpiperazine are boiled in 8 ml of dioxane for 3 hours. The mixture is then concentrated in vacuo. The residue is taken up in water and rendered neutral. The mixture is extracted with methylene chloride and the organic phase is separated off, dried over sodium sulphate and concentrated. 0.5 g of the title compound of melting point >300° C. remains. Reactants: Cc1cc(OCc2ccc(F)cc2F)c(Br)c(=O)[nH]1, CC#N, C1CCOC1, ClCc1ccco1, [H-], [Na+], O. The product is Cc1cc(OCc2ccc(F)cc2F)c(Br)c(=O)n1Cc1ccco1. Reaction SMILES: [Br:1][c:2]1[c:3](=[O:19])[nH:4][c:5]([CH3:18])[cH:6][c:7]1[O:8][CH2:9][c:10]1[c:11]([F:17])[cH:12][c:13]([F:16])[cH:14][cH:15]1.[C:30](#[N:31])[CH3:32].[CH2:33]1[O:34][CH2:35][CH2:36][CH2:37]1.[Cl:22][CH2:23][c:24]1[o:25][cH:26][cH:27][cH:28]1.[H-:21].[Na+:20].[OH2:29]>>[Br:1][c:2]1[c:3](=[O:19])[n:4]([CH2:23][c:24]2[o:25][cH:26][cH:27][cH:28]2)[c:5]([CH3:18])[cH:6][c:7]1[O:8][CH2:9][c:10]1[c:11]([F:17])[cH:12][c:13]([F:16])[cH:14][cH:15]1. Reactants: NC=1SC=C(N1)C(C(=O)N[C@H]1[C@H]2SCC(=C(N2C1=O)C(=O)O)CSC1=NC(=NC=C1C1=CC(=C(C=C1)O)O)C1=CC=CC=C1)=O ((6R,7R)-7-(2-Amino-4-thiazoleglyoxylamido)-3-[[(5-(3,4-dihydroxyphenyl)-2-phenyl-4-pyrimidinyl]thio]methyl]-8-oxo-5-thia-1-azabicyclo[4.2.0]oct-2-ene-2-carboxylic acid), Cl.NOC(C(=O)NO)(C)C (2-(aminooxy)-N-hydroxy-2-methylpropionamide hydrochloride). The solvent is CC(=O)N(C)C (dimethylacetamide). Run at time 22 hour. The product is NC=1SC=C(N1)/C(/C(=O)N[C@H]1[C@H]2SCC(=C(N2C1=O)C(=O)O)CSC1=NC(=NC=C1C1=CC(=C(C=C1)O)O)C1=CC=CC=C1)=N/OC(C)(C)C(NO)=O ((6R,7R)-7-[(Z)-2-(2-amino-4-thiazolyl)-2-[[1-(hydroxycarbamoyl)-1-methylethoxy]imino]acetamido]-3-[[[5-(3,4-dihydroxyphenyl)-2-phenyl-4-pyrimidinyl]thio]methyl]-8-oxo-5-thia-1-azabicyclo[4.2.0]oct-2-ene-2-carboxylic acid). Isolated yield 82.2%. As a reaction SMILES: [NH2:1][C:2]1[S:3][CH:4]=[C:5]([C:7](=O)[C:8]([NH:10][C@@H:11]2[C:18](=[O:19])[N:17]3[C@@H:12]2[S:13][CH2:14][C:15]([CH2:23][S:24][C:25]2[C:30]([C:31]4[CH:36]=[CH:35][C:34]([OH:37])=[C:33]([OH:38])[CH:32]=4)=[CH:29][N:28]=[C:27]([C:39]4[CH:44]=[CH:43][CH:42]=[CH:41][CH:40]=4)[N:26]=2)=[C:16]3[C:20]([OH:22])=[O:21])=[O:9])[N:6]=1.Cl.[NH2:47][O:48][C:49]([CH3:55])([CH3:54])[C:50]([NH:52][OH:53])=[O:51]>CC(N(C)C)=O>[NH2:1][C:2]1[S:3][CH:4]=[C:5](/[C:7](=[N:47]/[O:48][C:49]([C:50](=[O:51])[NH:52][OH:53])([CH3:55])[CH3:54])/[C:8]([NH:10][C@@H:11]2[C:18](=[O:19])[N:17]3[C@@H:12]2[S:13][CH2:14][C:15]([CH2:23][S:24][C:25]2[C:30]([C:31]4[CH:36]=[CH:35][C:34]([OH:37])=[C:33]([OH:38])[CH:32]=4)=[CH:29][N:28]=[C:27]([C:39]4[CH:40]=[CH:41][CH:42]=[CH:43][CH:44]=4)[N:26]=2)=[C:16]3[C:20]([OH:22])=[O:21])=[O:9])[N:6]=1 |f:1.2|. Reported procedure: (6R,7R)-7-(2-Amino-4-thiazoleglyoxylamido)-3-[[(5-(3,4-dihydroxyphenyl)-2-phenyl-4-pyrimidinyl]thio]methyl]-8-oxo-5-thia-1-azabicyclo[4.2.0]oct-2-ene-2-carboxylic acid (33 mg) (0.05 mmol) and 11 mg (0.065 mMol) 2-(aminooxy)-N-hydroxy-2-methylpropionamide hydrochloride are dissolved in 0.8 ml of absolute dimethylacetamide. After stirring at room temperature for 22 hours the mixture is concentrated in a high vacuum and the residue is crystallized with water. The product is filtered off, washed wit...